This data is from the Open Reaction Database (ORD), a public repository of structured organic reaction records. The task is: describe an organic reaction: reactants, conditions, products, and yield Starting materials: ClCCl, O=C(O)c1ccc([N+](=O)[O-])cc1[N+](=O)[O-], [Na+], [OH-], NS(=O)(=O)c1ccccc1. Product: N#Cc1ccc([N+](=O)[O-])cc1[N+](=O)[O-]. RXN SMILES: [CH2:28]([Cl:29])[Cl:30].[N+:1](=[O:2])([O-:3])[c:4]1[c:5]([C:6]([OH:7])=[O:8])[cH:9][cH:10][c:11]([N+:13](=[O:14])[O-:15])[cH:12]1.[Na+:27].[OH-:26].[c:16]1([S:17](=[O:18])(=[O:19])[NH2:25])[cH:20][cH:21][cH:22][cH:23][cH:24]1>>[N+:1](=[O:2])([O-:3])[c:4]1[c:5]([C:6]#[N:25])[cH:9][cH:10][c:11]([N+:13](=[O:14])[O-:15])[cH:12]1.